Dataset: the Open Reaction Database (ORD), a public repository of structured organic reaction records. Task: describe an organic reaction: reactants, conditions, products, and yield Starting materials: [BH4-], C1CCOC1, CO, COC(=O)c1nc(-c2ccc(S(C)(=O)=O)cc2)ccc1OCC1CCN(C(=O)OC(C)C)CC1, [Na+]. Product: CC(C)OC(=O)N1CCC(COc2ccc(-c3ccc(S(C)(=O)=O)cc3)nc2CO)CC1. Reaction SMILES: [BH4-:1].[CH2:39]1[O:40][CH2:41][CH2:42][CH2:43]1.[CH3:37][OH:38].[CH3:3][CH:4]([CH3:5])[O:6][C:7](=[O:8])[N:9]1[CH2:10][CH2:11][CH:12]([CH2:15][O:16][c:17]2[c:18]([C:33](=[O:34])[O:35][CH3:36])[n:19][c:20](-[c:23]3[cH:24][cH:25][c:26]([S:29](=[O:30])(=[O:31])[CH3:32])[cH:27][cH:28]3)[cH:21][cH:22]2)[CH2:13][CH2:14]1.[Na+:2]>>[CH3:3][CH:4]([CH3:5])[O:6][C:7](=[O:8])[N:9]1[CH2:10][CH2:11][CH:12]([CH2:15][O:16][c:17]2[c:18]([CH2:33][OH:34])[n:19][c:20](-[c:23]3[cH:24][cH:25][c:26]([S:29](=[O:30])(=[O:31])[CH3:32])[cH:27][cH:28]3)[cH:21][cH:22]2)[CH2:13][CH2:14]1. Starting materials: O=C(Cl)c1ccc([N+](=O)[O-])o1, CC(C)C(=O)Nc1cccc(C2CCN(CCC(N)c3ccccc3)CC2)c1. Yields the product CC(C)C(=O)Nc1cccc(C2CCN(CCC(NC(=O)c3ccc([N+](=O)[O-])o3)c3ccccc3)CC2)c1. RXN SMILES: [N+:29](=[O:30])([O-:31])[c:32]1[cH:33][cH:34][c:35]([C:37](=[O:38])[Cl:39])[o:36]1.[NH2:1][CH:2]([CH2:3][CH2:4][N:5]1[CH2:6][CH2:7][CH:8]([c:11]2[cH:12][c:13]([NH:17][C:18]([CH:19]([CH3:20])[CH3:21])=[O:22])[cH:14][cH:15][cH:16]2)[CH2:9][CH2:10]1)[c:23]1[cH:24][cH:25][cH:26][cH:27][cH:28]1>>[NH:1]([CH:2]([CH2:3][CH2:4][N:5]1[CH2:6][CH2:7][CH:8]([c:11]2[cH:12][c:13]([NH:17][C:18]([CH:19]([CH3:20])[CH3:21])=[O:22])[cH:14][cH:15][cH:16]2)[CH2:9][CH2:10]1)[c:23]1[cH:24][cH:25][cH:26][cH:27][cH:28]1)[C:37]([c:35]1[cH:34][cH:33][c:32]([N+:29](=[O:30])[O-:31])[o:36]1)=[O:38]. Reactants: FC(S(=O)(=O)OC1=C(C=C(C=C1)C(=O)OC)NC(=O)OCC1=CC=CC=C1)(F)F (2-benzyloxycarbonylamino-4-methoxycarbonylphenyl trifluoromethanesulfonate), C(#CCC)[Sn](CCCC)(CCCC)CCCC (1-butynyl(tributyl)stannane), ( 2 ). Product: C(C1=CC=CC=C1)OC(=O)NC=1C=C(C(=O)OC)C=CC1C#CCC (Methyl 3-benzyloxycarbonylamino-4-(1-butynyl)benzoate). Yield: 45.6%. Reaction SMILES: FC(F)(F)S(O[C:7]1[CH:12]=[CH:11][C:10]([C:13]([O:15][CH3:16])=[O:14])=[CH:9][C:8]=1[NH:17][C:18]([O:20][CH2:21][C:22]1[CH:27]=[CH:26][CH:25]=[CH:24][CH:23]=1)=[O:19])(=O)=O.[C:30]([Sn](CCCC)(CCCC)CCCC)#[C:31][CH2:32][CH3:33]>>[CH2:21]([O:20][C:18]([NH:17][C:8]1[CH:9]=[C:10]([CH:11]=[CH:12][C:7]=1[C:30]#[C:31][CH2:32][CH3:33])[C:13]([O:15][CH3:16])=[O:14])=[O:19])[C:22]1[CH:27]=[CH:26][CH:25]=[CH:24][CH:23]=1. Procedure: Methyl 3-benzyloxycarbonylamino-4-(1-butynyl)benzoate (646 mg) was prepared from 2-benzyloxycarbonylamino-4-methoxycarbonylphenyl trifluoromethanesulfonate (1.82 g) and 1-butynyl(tributyl)stannane (1.51 g) in a similar manner to that of Preparation 1 (2). Starting materials: COC(CC=1C=C(C(=CC1)OC)C1=C(C=C(C=C1)C(F)(F)F)CNCCN(C)C)=O ({2′-[(2-dimethylamino-ethylamino)-methyl]-6-methoxy-4′-trifluoromethyl-biphenyl-3-yl}-acetic acid methyl ester), C(C)(=O)Cl (acetyl chloride). The product is COC(CC=1C=C(C(=CC1)OC)C1=C(C=C(C=C1)C(F)(F)F)CN(CCN(C)C)C(C)=O)=O ((2′-{[Acetyl-(2-dimethylamino-ethyl)-amino]-methyl}-6-methoxy-4′-trifluoromethyl-biphenyl-3-yl)-acetic acid methyl ester). Reaction SMILES: [CH3:1][O:2][C:3](=[O:30])[CH2:4][C:5]1[CH:6]=[C:7]([C:13]2[CH:18]=[CH:17][C:16]([C:19]([F:22])([F:21])[F:20])=[CH:15][C:14]=2[CH2:23][NH:24][CH2:25][CH2:26][N:27]([CH3:29])[CH3:28])[C:8]([O:11][CH3:12])=[CH:9][CH:10]=1.[C:31](Cl)(=[O:33])[CH3:32]>>[CH3:1][O:2][C:3](=[O:30])[CH2:4][C:5]1[CH:6]=[C:7]([C:13]2[CH:18]=[CH:17][C:16]([C:19]([F:22])([F:20])[F:21])=[CH:15][C:14]=2[CH2:23][N:24]([C:31](=[O:33])[CH3:32])[CH2:25][CH2:26][N:27]([CH3:29])[CH3:28])[C:8]([O:11][CH3:12])=[CH:9][CH:10]=1. Procedure details: Prepared according to the procedure described in Example 1, Step 6, using the following starting materials: {2′-[(2-dimethylamino-ethylamino)-methyl]-6-methoxy-4′-trifluoromethyl-biphenyl-3-yl}-acetic acid methyl ester and acetyl chloride. The product is CC(C)(C)[Si](C)(C)OCC(O)Cc1ccc2c(c1OCc1ccccc1)CCC2. As a reaction SMILES: [C:23]([CH3:24])([CH3:25])([CH3:26])[Si:27]([CH3:28])([CH3:29])[Cl:30].[CH2:1]([c:2]1[cH:3][cH:4][cH:5][cH:6][cH:7]1)[O:8][c:9]1[c:10]2[c:14]([cH:15][cH:16][c:17]1[CH2:18][CH:19]([CH2:20][OH:21])[OH:22])[CH2:13][CH2:12][CH2:11]2.[CH3:36][N:37]([CH3:38])[CH:39]=[O:40].[nH:31]1[cH:32][cH:33][n:34][cH:35]1>>[CH2:1]([c:2]1[cH:3][cH:4][cH:5][cH:6][cH:7]1)[O:8][c:9]1[c:10]2[c:14]([cH:15][cH:16][c:17]1[CH2:18][CH:19]([CH2:20][O:21][Si:27]([C:23]([CH3:24])([CH3:25])[CH3:26])([CH3:28])[CH3:29])[OH:22])[CH2:13][CH2:12][CH2:11]2. Reactants: CC(C)(C)[Si](C)(C)Cl, OCC(O)Cc1ccc2c(c1OCc1ccccc1)CCC2, CN(C)C=O, c1c[nH]cn1.